Dataset: the Open Reaction Database (ORD), a public repository of structured organic reaction records. Task: describe an organic reaction: reactants, conditions, products, and yield Reactants: CCC(=O)Cl, CN1C(=O)c2cscc2Nc2ccccc21, c1ccccc1. The product is CCC(=O)N1c2cscc2C(=O)N(C)c2ccccc21. As a reaction SMILES: [C:17]([CH2:18][CH3:19])(=[O:20])[Cl:21].[CH3:1][N:2]1[C:3](=[O:16])[c:4]2[c:5]([cH:13][s:14][cH:15]2)[NH:6][c:7]2[c:8]1[cH:9][cH:10][cH:11][cH:12]2.[cH:22]1[cH:23][cH:24][cH:25][cH:26][cH:27]1>>[CH3:1][N:2]1[C:3](=[O:16])[c:4]2[c:5]([cH:13][s:14][cH:15]2)[N:6]([C:17]([CH2:18][CH3:19])=[O:20])[c:7]2[c:8]1[cH:9][cH:10][cH:11][cH:12]2. Run in C(Cl)Cl (methylene chloride). Starting materials: C1(=CC=CC=C1)CCCCP(O)=O (4-phenylbutylphosphinic acid), CCN(C(C)C)C(C)C (DIEA), COC(C(=C)C1=CC(=CC=C1)NC(=O)OC(C)(C)C)=O (2-(3-(t-butoxycarbonylamino)phenyl)propenoic acid methyl ester). Reaction conditions: time 1 hour. As a reaction SMILES: [C:1]1([CH2:7][CH2:8][CH2:9][CH2:10][PH:11](=[O:13])[OH:12])[CH:6]=[CH:5][CH:4]=[CH:3][CH:2]=1.CCN(C(C)C)C(C)C.[CH3:23][O:24][C:25](=[O:42])[C:26]([C:28]1[CH:33]=[CH:32][CH:31]=[C:30]([NH:34][C:35]([O:37][C:38]([CH3:41])([CH3:40])[CH3:39])=[O:36])[CH:29]=1)=[CH2:27]>C(Cl)Cl>[CH3:23][O:24][C:25](=[O:42])[CH:26]([C:28]1[CH:33]=[CH:32][CH:31]=[C:30]([NH:34][C:35]([O:37][C:38]([CH3:41])([CH3:40])[CH3:39])=[O:36])[CH:29]=1)[CH2:27][P:11]([CH2:10][CH2:9][CH2:8][CH2:7][C:1]1[CH:6]=[CH:5][CH:4]=[CH:3][CH:2]=1)([OH:12])=[O:13]. Yield: 98.7%. The product is COC(C(CP(=O)(O)CCCCC1=CC=CC=C1)C1=CC(=CC=C1)NC(=O)OC(C)(C)C)=O (2-(3-(t-butoxycarbonylamino)phenyl)-3-((4-phenylbutyl)(hydroxy)phosphinoyl)propanoic acid methyl ester). Procedure: To 4-phenylbutylphosphinic acid (357 mg, 1.8 mmol) in methylene chloride at 0° C. was added DIEA (0.66 mL, 3.8 mmol), followed by TMSCI (0.47 mL, 3.8 mmol). After 1 hour, 2-(3-(t-butoxycarbonylamino)phenyl)propenoic acid methyl ester (0.5 g, 1.8 mmol) was added and the reaction mixture was allowed to warm to ambient temperature. After 5 hours, the reaction was partitioned between methylene chloride and saturated NaHCO3 solution. The organic layer was washed with 0.1 N sulfuric acid and concentra... The reactants are C(C1=CC=CC=C1)OC(=O)N1CCC(CC1)C=1NC=C(N1)C(=O)OCC (1-benzyloxycarbonyl-4-(4-ethoxycarbonylimidazol-2-yl)piperidine), [H][H] (hydrogen). Reagents/catalysts: [Pd] (palladium on carbon). Run in C(C)O (ethanol). Product: C(C)OC(=O)C=1N=C(NC1)C1CCNCC1 (4-(4-Ethoxycarbonylimidazol-2-yl)piperidine). Isolated yield 99.6%. RXN SMILES: C(OC([N:11]1[CH2:16][CH2:15][CH:14]([C:17]2[NH:18][CH:19]=[C:20]([C:22]([O:24][CH2:25][CH3:26])=[O:23])[N:21]=2)[CH2:13][CH2:12]1)=O)C1C=CC=CC=1.[H][H]>C(O)C.[Pd]>[CH2:25]([O:24][C:22]([C:20]1[N:21]=[C:17]([CH:14]2[CH2:15][CH2:16][NH:11][CH2:12][CH2:13]2)[NH:18][CH:19]=1)=[O:23])[CH3:26]. Reported procedure: A solution of 1-benzyloxycarbonyl-4-(4-ethoxycarbonylimidazol-2-yl)piperidine (0.82 g) in ethanol (20 mL) was hydrogenated over 10% palladium on carbon (0.10 g) at a hydrogen pressure of 3.45 bar for 1 hour. The mixture was filtered through diatomaceous earth and the filter cake was washed with ethanol. The filtrate was evaporated to leave the piperidine derivative as a white foam (0.510 g); NMR: 7.65 (s, 1), 4.18 (q, 2, J=7.1), 2.99 (broad d, 2, J=12.2 H), 2.75 (m, 1), 2.55 (m, 2), 1.80 (broad ...